From a dataset of the Open Reaction Database (ORD), a public repository of structured organic reaction records. describe an organic reaction: reactants, conditions, products, and yield The reactants are CC(C)N, COC(=O)c1ccc(-c2cc(F)ncc2Cl)cc1, CS(C)=O, O. Yields the product COC(=O)c1ccc(-c2cc(NC(C)C)ncc2Cl)cc1. Reaction SMILES: [CH3:19][CH:20]([CH3:21])[NH2:22].[CH3:1][O:2][C:3]([c:4]1[cH:5][cH:6][c:7](-[c:10]2[cH:11][c:12]([F:17])[n:13][cH:14][c:15]2[Cl:16])[cH:8][cH:9]1)=[O:18].[CH3:23][S:24]([CH3:25])=[O:26].[OH2:27]>>[CH3:1][O:2][C:3]([c:4]1[cH:5][cH:6][c:7](-[c:10]2[cH:11][c:12]([NH:22][CH:20]([CH3:19])[CH3:21])[n:13][cH:14][c:15]2[Cl:16])[cH:8][cH:9]1)=[O:18]. Starting materials: O=C([O-])[O-], CCCCCC(C)NCc1cccnc1, CS(=O)(=O)Cl, ClCCl, [K+], [K+]. The product is CCCCCC(C)N(Cc1cccnc1)S(C)(=O)=O. Reaction SMILES: [C:16](=[O:17])([O-:18])[O-:19].[CH3:1][CH:2]([CH2:3][CH2:4][CH2:5][CH2:6][CH3:7])[NH:8][CH2:9][c:10]1[cH:11][n:12][cH:13][cH:14][cH:15]1.[CH3:22][S:23]([Cl:24])(=[O:25])=[O:26].[Cl:27][CH2:28][Cl:29].[K+:20].[K+:21]>>[CH3:1][CH:2]([CH2:3][CH2:4][CH2:5][CH2:6][CH3:7])[N:8]([CH2:9][c:10]1[cH:11][n:12][cH:13][cH:14][cH:15]1)[S:23]([CH3:22])(=[O:25])=[O:26]. The product is Cc1c(Br)sc(=NC(=O)OC(C)(C)C)n1CBr. Reactants: Cc1c(Br)sc(=NC(=O)OC(C)(C)C)n1C, O=C([O-])[O-], ClCCCl, [K+], [K+], CC(C)(C#N)N=NC(C)(C)C#N, O=C1CCC(=O)N1Br. RXN SMILES: [Br:1][c:2]1[c:3]([CH3:16])[n:4]([CH3:15])[c:5](=[N:7][C:8]([O:9][C:10]([CH3:11])([CH3:12])[CH3:13])=[O:14])[s:6]1.[C:37](=[O:38])([O-:39])[O-:40].[Cl:43][CH2:44][CH2:45][Cl:46].[K+:41].[K+:42].[N:17]#[C:18][C:19]([N:20]=[N:21][C:22]([C:23]#[N:24])([CH3:25])[CH3:26])([CH3:27])[CH3:28].[O:29]=[C:30]1[N:31]([Br:36])[C:32](=[O:33])[CH2:34][CH2:35]1>>[Br:1][c:2]1[c:3]([CH3:16])[n:4]([CH2:15][Br:36])[c:5](=[N:7][C:8]([O:9][C:10]([CH3:11])([CH3:12])[CH3:13])=[O:14])[s:6]1. Reactants: ClC=1C=CC2=C(C(=NCC(=N2)NN=C(CCN2CCN(CC2)CCO)C(=O)O)C2=CC=CC=C2)C1 (7-chloro-2-[[1-carboxy-3-[4-(2-hydroxyethyl)piperazino]propylidene]hydrazino]-5-phenyl-3H-1,4-benzodiazepine), [N+](=[N-])=C (diazomethane). Product: ClC=1C=CC2=C(C(=NCC(=N2)NN=C(CCN2CCN(CC2)CCO)C(=O)OC)C2=CC=CC=C2)C1 (7-chloro-2-[[1-(methoxycarbonyl)-3-[4-(2-hydroxyethyl)piperazino]-propylidene]hydrazino]-5-phenyl-3H-1,4-benzodiazepine). RXN SMILES: [Cl:1][C:2]1[CH:3]=[CH:4][C:5]2[N:11]=[C:10]([NH:12][N:13]=[C:14]([C:26]([OH:28])=[O:27])[CH2:15][CH2:16][N:17]3[CH2:22][CH2:21][N:20]([CH2:23][CH2:24][OH:25])[CH2:19][CH2:18]3)[CH2:9][N:8]=[C:7]([C:29]3[CH:34]=[CH:33][CH:32]=[CH:31][CH:30]=3)[C:6]=2[CH:35]=1.[N+](=[CH2:38])=[N-]>>[Cl:1][C:2]1[CH:3]=[CH:4][C:5]2[N:11]=[C:10]([NH:12][N:13]=[C:14]([C:26]([O:28][CH3:38])=[O:27])[CH2:15][CH2:16][N:17]3[CH2:22][CH2:21][N:20]([CH2:23][CH2:24][OH:25])[CH2:19][CH2:18]3)[CH2:9][N:8]=[C:7]([C:29]3[CH:30]=[CH:31][CH:32]=[CH:33][CH:34]=3)[C:6]=2[CH:35]=1. Procedure: In the manner given in Example 14, 7-chloro-2-[[1-carboxy-3-[4-(2-hydroxyethyl)piperazino]propylidene]hydrazino]-5-phenyl-3H-1,4-benzodiazepine can be treated with ethereal diazomethane to give 7-chloro-2-[[1-(methoxycarbonyl)-3-[4-(2-hydroxyethyl)piperazino]-propylidene]hydrazino]-5-phenyl-3H-1,4-benzodiazepine. The reactants are C1CCOC1, CC(=O)O, FC(F)c1nc2ccccc2n1-c1nc(Cl)nc(N2CCOCC2)n1, [Li]CCCC, COc1ccncc1N, O. The product is COc1ccncc1Nc1nc(N2CCOCC2)nc(-n2c(C(F)F)nc3ccccc32)n1. Reaction SMILES: [CH2:40]1[O:41][CH2:42][CH2:43][CH2:44]1.[CH3:45][C:46](=[O:47])[OH:48].[Cl:15][c:16]1[n:17][c:18](-[n:28]2[c:29]([CH:37]([F:38])[F:39])[n:30][c:31]3[c:32]2[cH:33][cH:34][cH:35][cH:36]3)[n:19][c:20]([N:22]2[CH2:23][CH2:24][O:25][CH2:26][CH2:27]2)[n:21]1.[Li:10][CH2:11][CH2:12][CH2:13][CH3:14].[NH2:1][c:2]1[cH:3][n:4][cH:5][cH:6][c:7]1[O:8][CH3:9].[OH2:49]>>[NH:1]([c:2]1[cH:3][n:4][cH:5][cH:6][c:7]1[O:8][CH3:9])[c:16]1[n:17][c:18](-[n:28]2[c:29]([CH:37]([F:38])[F:39])[n:30][c:31]3[c:32]2[cH:33][cH:34][cH:35][cH:36]3)[n:19][c:20]([N:22]2[CH2:23][CH2:24][O:25][CH2:26][CH2:27]2)[n:21]1. Starting materials: BrC=1SC(=CC1C1=C(N=C(S1)NC(C)=O)C)S(N(C)CCN(C)C)(=O)=O (N-(5-{2-Bromo-5-[(2-dimethylamino-ethyl)-methyl-sulfamoyl]-thiophen-3-yl}-4-methyl-thiazol-2-yl)-acetamide), C(CCC)[Li] (n-Butyllithium). Solvent: C1CCOC1 (THF). Conditions: temperature -70 celsius, time 1 hour. Product: CN(CCN(S(=O)(=O)C1=CC(=CS1)C1=C(N=C(S1)NC(C)=O)C)C)C (N-[5-(5-{[[2-(dimethylamino)ethyl](methyl)amino]sulfonyl}-3-thienyl)-4-methyl-1,3-thiazol-2-yl]acetamide). Yield: 87.0%. As a reaction SMILES: Br[C:2]1[S:3][C:4]([S:17](=[O:26])(=[O:25])[N:18]([CH2:20][CH2:21][N:22]([CH3:24])[CH3:23])[CH3:19])=[CH:5][C:6]=1[C:7]1[S:11][C:10]([NH:12][C:13](=[O:15])[CH3:14])=[N:9][C:8]=1[CH3:16].C([Li])CCC>C1COCC1>[CH3:24][N:22]([CH3:23])[CH2:21][CH2:20][N:18]([CH3:19])[S:17]([C:4]1[S:3][CH:2]=[C:6]([C:7]2[S:11][C:10]([NH:12][C:13](=[O:15])[CH3:14])=[N:9][C:8]=2[CH3:16])[CH:5]=1)(=[O:25])=[O:26]. Procedure: N-(5-{2-Bromo-5-[(2-dimethylamino-ethyl)-methyl-sulfamoyl]-thiophen-3-yl}-4-methyl-thiazol-2-yl)-acetamide obtained in Step I as described above (750 mg; 1.56 mmol; 1 eq), is dissolved in anhydrous THF (60 ml). The reaction mixture is cooled down to −70° C. and put under nitrogen. n-Butyllithium (6.2 ml; 1.6 M; 12.5 mmol; 8 eq) is added dropwise. The reaction is stirred 1 hour and is quenched with water. Solvents are evaporated and the resulting residue is dissolved in EtOAc, washed with water (... The reactants are O=C([O-])O, O=S(=O)(Nc1cccc(C(O)c2c[nH]c3nccnc23)c1F)c1ccc(C(F)(F)F)cc1, [Na+], [Na+], [Na+], C1CCOC1, O=S([O-])([O-])=S. Product: O=C(c1cccc(NS(=O)(=O)c2ccc(C(F)(F)F)cc2)c1F)c1c[nH]c2nccnc12. Reaction SMILES: [C:33](=[O:34])([OH:35])[O-:36].[F:1][c:2]1[c:3]([NH:19][S:20](=[O:21])(=[O:22])[c:23]2[cH:24][cH:25][c:26]([C:29]([F:30])([F:31])[F:32])[cH:27][cH:28]2)[cH:4][cH:5][cH:6][c:7]1[CH:8]([c:9]1[cH:10][nH:11][c:12]2[n:13][cH:14][cH:15][n:16][c:17]12)[OH:18].[Na+:37].[Na+:43].[Na+:44].[O:45]1[CH2:46][CH2:47][CH2:48][CH2:49]1.[S:38]([O-:39])([O-:40])(=[O:41])=[S:42]>>[F:1][c:2]1[c:3]([NH:19][S:20](=[O:21])(=[O:22])[c:23]2[cH:24][cH:25][c:26]([C:29]([F:30])([F:31])[F:32])[cH:27][cH:28]2)[cH:4][cH:5][cH:6][c:7]1[C:8]([c:9]1[cH:10][nH:11][c:12]2[n:13][cH:14][cH:15][n:16][c:17]12)=[O:18]. Reactants: C(C)(C)(C)C1=NN(C(=C1)N)C1=CC(=NC=C1)C (3-tert-butyl-1-(2-methylpyridin-4-yl)-1H-pyrazol-5-amine), C([O-])([O-])=O.[K+].[K+] (potassium carbonate), ClC(=O)OC1=CC=CC=C1 (phenyl chloroformate). Solvent: C(Cl)Cl (DCM), C(Cl)Cl (DCM). The product is C(C)(C)(C)C1=NN(C(=C1)NC(OC1=CC=CC=C1)=O)C1=CC(=NC=C1)C (phenyl 3-tert-butyl-1-(2-methylpyridin-4-yl)-1H-pyrazol-5-ylcarbamate). The yield is 16.9%. As a reaction SMILES: [C:1]([C:5]1[CH:9]=[C:8]([NH2:10])[N:7]([C:11]2[CH:16]=[CH:15][N:14]=[C:13]([CH3:17])[CH:12]=2)[N:6]=1)([CH3:4])([CH3:3])[CH3:2].C(=O)([O-])[O-].[K+].[K+].Cl[C:25]([O:27][C:28]1[CH:33]=[CH:32][CH:31]=[CH:30][CH:29]=1)=[O:26]>C(Cl)Cl>[C:1]([C:5]1[CH:9]=[C:8]([NH:10][C:25](=[O:26])[O:27][C:28]2[CH:33]=[CH:32][CH:31]=[CH:30][CH:29]=2)[N:7]([C:11]2[CH:16]=[CH:15][N:14]=[C:13]([CH3:17])[CH:12]=2)[N:6]=1)([CH3:4])([CH3:3])[CH3:2] |f:1.2.3|. Procedure details: Using the procedure described in Example 306A, to a solution of 3-tert-butyl-1-(2-methylpyridin-4-yl)-1H-pyrazol-5-amine (496 mg, 2.2 mmol), from the previous step, and potassium carbonate (395 mg, 2.9 mmol) in anhydrous DCM (8 ml) was added dropwise phenyl chloroformate (0.83 ml, 6.6 mmol) as a solution in DCM (5 ml). The crude was purified by silica gel chromatography (DCM/MeOH 0-10%) to afford phenyl 3-tert-butyl-1-(2-methylpyridin-4-yl)-1H-pyrazol-5-ylcarbamate (130 mg, 17%). 1H NMR (300 MHz... Reactants: C1(CCCCC1)P(C1=C(C=CC=C1)C1=C(C=CC=C1OC(C)C)OC(C)C)C1CCCCC1 (dicyclohexyl(2′,6′-diisopropoxybiphenyl-2-yl)phosphine), Cl.C[C@@H]1NCCN(C1)S(=O)(=O)C=1SC=CC1 ((S)-2-methyl-4-(2-thiophenylsulfonyl)piperazine hydrochloride), BrC1=CC=C(C=C1)C(C(F)(F)F)(C)O (2-(4-bromophenyl)-1,1,1-trifluoro-2-propanol), CC(C)([O-])C.[Na+] (sodium tert-butoxide). The reagents and catalysts are C=1C=CC(=CC1)/C=C/C(=O)/C=C/C2=CC=CC=C2.C=1C=CC(=CC1)/C=C/C(=O)/C=C/C2=CC=CC=C2.C=1C=CC(=CC1)/C=C/C(=O)/C=C/C2=CC=CC=C2.[Pd].[Pd] (tris(dibenzylideneacetone)dipalladium). Run in O (water), C1(=CC=CC=C1)C (toluene). Reaction conditions: temperature 100 celsius. Yields the product FC(C(C)(O)C1=CC=C(C=C1)N1[C@H](CN(CC1)S(=O)(=O)C=1SC=CC1)C)(F)F (1,1,1-trifluoro-2-(4-((2S)-2-methyl-4-(2-thiophenylsulfonyl)-1-piperazinyl)phenyl)-2-propanol). Yield: 85.8%. As a reaction SMILES: Cl.[CH3:2][C@H:3]1[CH2:8][N:7]([S:9]([C:12]2[S:13][CH:14]=[CH:15][CH:16]=2)(=[O:11])=[O:10])[CH2:6][CH2:5][NH:4]1.Br[C:18]1[CH:23]=[CH:22][C:21]([C:24]([OH:30])([CH3:29])[C:25]([F:28])([F:27])[F:26])=[CH:20][CH:19]=1.CC(C)([O-])C.[Na+].C1(P(C2CCCCC2)C2C=CC=CC=2C2C(OC(C)C)=CC=CC=2OC(C)C)CCCCC1>O.C1C=CC(/C=C/C(/C=C/C2C=CC=CC=2)=O)=CC=1.C1C=CC(/C=C/C(/C=C/C2C=CC=CC=2)=O)=CC=1.C1C=CC(/C=C/C(/C=C/C2C=CC=CC=2)=O)=CC=1.[Pd].[Pd].C1(C)C=CC=CC=1>[F:26][C:25]([F:27])([F:28])[C:24]([C:21]1[CH:20]=[CH:19][C:18]([N:4]2[CH2:5][CH2:6][N:7]([S:9]([C:12]3[S:13][CH:14]=[CH:15][CH:16]=3)(=[O:11])=[O:10])[CH2:8][C@@H:3]2[CH3:2])=[CH:23][CH:22]=1)([OH:30])[CH3:29] |f:0.1,3.4,7.8.9.10.11|. Procedure details: A 100 mL round-bottomed flask was charged with (S)-2-methyl-4-(2-thiophenylsulfonyl)piperazine hydrochloride (10.0 g, 35.4 mmol), 2-(4-bromophenyl)-1,1,1-trifluoro-2-propanol (16.7 g, 61.9 mmol, Example 27, step 1), sodium tert-butoxide (13.6 g, 141 mmol) and 20 mL of toluene. To this was added dicyclohexyl(2′,6′-diisopropoxybiphenyl-2-yl)phosphine (RuPhos) (1.98 g, 4.24 mmol, Strem Chemical Inc, Newburyport, Mass.), tris(dibenzylideneacetone)dipalladium (0) (1.94 g, 0.265 mmol, Strem Chemical I... Starting materials: [H-].[Na+] (NaH), CC1(OB(OC1(C)C)C=1C=C2C=CNC2=CC1)C (5-(4,4,5,5-tetramethyl-1,3,2-dioxaborolan-2-yl)-1H-indole), ICC (iodoethane). Run in C1CCOC1 (THF), C1CCOC1 (THF). Run at temperature 0 celsius. Product: EtOAc hexanes, C(C)N1C=CC2=CC(=CC=C12)B1OC(C(O1)(C)C)(C)C (1-ethyl-5-(4,4,5,5-tetramethyl-1,3,2-dioxaborolan-2-yl)-1H-indole). The yield is 1.0%. As a reaction SMILES: [H-].[Na+].[CH3:3][C:4]1([CH3:20])[C:8]([CH3:10])([CH3:9])[O:7][B:6]([C:11]2[CH:12]=[C:13]3[C:17](=[CH:18][CH:19]=2)[NH:16][CH:15]=[CH:14]3)[O:5]1.I[CH2:22][CH3:23]>C1COCC1>[CH2:22]([N:16]1[C:17]2[C:13](=[CH:12][C:11]([B:6]3[O:5][C:4]([CH3:20])([CH3:3])[C:8]([CH3:9])([CH3:10])[O:7]3)=[CH:19][CH:18]=2)[CH:14]=[CH:15]1)[CH3:23] |f:0.1|. Reported procedure: To a 0° C. suspension of NaH (43 mg, 1.81 mmol) in THF (4 mL) was added a solution of 5-(4,4,5,5-tetramethyl-1,3,2-dioxaborolan-2-yl)-1H-indole (400 mg, 1.65 mmol, Aldrich) in THF (4 mL). The reaction mixture was maintained at 0° C. for 15 min, iodoethane (0.200 mL, 2.47 mmol) was added and the reaction was heated at 50° C. for 30 min. The mixture was partitioned between water and EtOAc. The aqueous layer was extracted with EtOAc and the combined organics were washed with brine, dried (Na2SO4), ...